This data is from the Open Reaction Database (ORD), a public repository of structured organic reaction records. The task is: describe an organic reaction: reactants, conditions, products, and yield Reactants: COc1ccc(Br)cc1, O=C([O-])[O-], Cc1ncc[nH]1, CN(C)C=O, [Cu]Br, [K+], [K+]. The product is COc1ccc(-n2ccnc2C)cc1. As a reaction SMILES: [Br:7][c:8]1[cH:9][cH:10][c:11]([O:14][CH3:15])[cH:12][cH:13]1.[C:16](=[O:17])([O-:18])[O-:19].[CH3:1][c:2]1[nH:3][cH:4][cH:5][n:6]1.[CH3:24][N:25]([CH3:26])[CH:27]=[O:28].[Cu:22][Br:23].[K+:20].[K+:21]>>[CH3:1][c:2]1[n:3](-[c:8]2[cH:9][cH:10][c:11]([O:14][CH3:15])[cH:12][cH:13]2)[cH:4][cH:5][n:6]1. Reactants: ClC1=C(C(=CC=C1)F)NC1=CC=C(C=C1)C ((2′-chloro-6′-fluorophenyl)-(4-methylphenyl)-amine), ClCC(=O)Cl (chloroacetylchlonde). The solvent is CCCCCC (hexane), CC(C)O (2-propanol). Reaction conditions: temperature 37.5 celsius, time 2 hour. The product is ClCC(=O)N(C1=CC=C(C=C1)C)C1=C(C=CC=C1F)Cl (2-chloro-N-(2′-chloro-6′-fluorophenyl)-N-(4-methylphenyl)acetamide). Isolated yield 84.0%. As a reaction SMILES: [Cl:1][C:2]1[CH:7]=[CH:6][CH:5]=[C:4]([F:8])[C:3]=1[NH:9][C:10]1[CH:15]=[CH:14][C:13]([CH3:16])=[CH:12][CH:11]=1.[Cl:17][CH2:18][C:19](Cl)=[O:20]>CC(O)C.CCCCCC>[Cl:17][CH2:18][C:19]([N:9]([C:3]1[C:4]([F:8])=[CH:5][CH:6]=[CH:7][C:2]=1[Cl:1])[C:10]1[CH:11]=[CH:12][C:13]([CH3:16])=[CH:14][CH:15]=1)=[O:20]. Procedure: 20.4 g of crude (2′-chloro-6′-fluorophenyl)-(4-methylphenyl)-amine are heated to about 80° C. and treated with 10.75 g of chloroacetylchlonde. The mixture is stirred for 2 hours and diluted with 10 ml of 2-propanol. The solution is cooled to 35-40° C. and seeded. The precipitated suspension is diluted with 30 ml of hexane, cooled to 0-5° C. and stirred for about 1 hour. The crystals are isolated by filtration, washed with a cold solution of 2-propanol/hexane ⅓. After drying, 22.7 g of 2-chloro-N... Reactants: Cc1cc(N)ccc1Br, CC(C)=CC(=O)Cl, ClCCl, [Na+], [OH-]. Yields the product CC(C)=CC(=O)Nc1ccc(Br)c(C)c1. Reaction SMILES: [Br:1][c:2]1[c:3]([CH3:9])[cH:4][c:5]([NH2:8])[cH:6][cH:7]1.[CH3:12][C:13](=[CH:14][C:15](=[O:16])[Cl:17])[CH3:18].[Cl:19][CH2:20][Cl:21].[Na+:11].[OH-:10]>>[Br:1][c:2]1[c:3]([CH3:9])[cH:4][c:5]([NH:8][C:15]([CH:14]=[C:13]([CH3:12])[CH3:18])=[O:16])[cH:6][cH:7]1. The reactants are N1C[C@H](CC1)CO ((S)-pyrrolidin-3-ylmethanol), C(Cl)(Cl)Cl (CHCl3), CCN(C(C)C)C(C)C (DIEA), CC1CC(CCC1N(C=1C2=C(N=CN1)N(C=C2)S(=O)(=O)C2=CC=C(C)C=C2)C)CS(=O)(=O)Cl ((3-methyl-4-(methyl(7-tosyl-7H-pyrrolo[2,3-d]pyrimidin-4-yl)amino)cyclohexyl)methanesulfonyl chloride), C(Cl)(Cl)Cl (CHCl3). Solvent: CN(C)C=O (DMF). Run at time 1 hour. Product: CC1CC(CCC1N(C=1C2=C(N=CN1)N(C=C2)S(=O)(=O)C2=CC=C(C)C=C2)C)CS(=O)(=O)N2C[C@H](CC2)CO (((3S)-1-((3-methyl-4-(methyl(7-tosyl-7H-pyrrolo[2,3-d]pyrimidin-4-yl)amino)cyclohexyl)methylsulfonyl)pyrrolidin-3-yl)methanol). RXN SMILES: [NH:1]1[CH2:5][CH2:4][C@H:3]([CH2:6][OH:7])[CH2:2]1.C(Cl)(Cl)Cl.CCN(C(C)C)C(C)C.[CH3:21][CH:22]1[CH:27]([N:28]([CH3:48])[C:29]2[C:30]3[CH:37]=[CH:36][N:35]([S:38]([C:41]4[CH:47]=[CH:46][C:44]([CH3:45])=[CH:43][CH:42]=4)(=[O:40])=[O:39])[C:31]=3[N:32]=[CH:33][N:34]=2)[CH2:26][CH2:25][CH:24]([CH2:49][S:50](Cl)(=[O:52])=[O:51])[CH2:23]1>CN(C=O)C>[CH3:21][CH:22]1[CH:27]([N:28]([CH3:48])[C:29]2[C:30]3[CH:37]=[CH:36][N:35]([S:38]([C:41]4[CH:42]=[CH:43][C:44]([CH3:45])=[CH:46][CH:47]=4)(=[O:39])=[O:40])[C:31]=3[N:32]=[CH:33][N:34]=2)[CH2:26][CH2:25][CH:24]([CH2:49][S:50]([N:1]2[CH2:5][CH2:4][C@H:3]([CH2:6][OH:7])[CH2:2]2)(=[O:52])=[O:51])[CH2:23]1. Procedure: A mixture of (S)-pyrrolidin-3-ylmethanol (0.150 g, 1.5 mmol), CHCl3 (5 mL) and DIEA (0.5 mL, 3 mmol) was treated with a mixture of (3-methyl-4-(methyl(7-tosyl-7H-pyrrolo[2,3-d]pyrimidin-4-yl)amino)cyclohexyl)methanesulfonyl chloride (0.208 g, 0.41 mmol), CHCl3 (3.0 mL), and DMF (1.5 mL). After 1 h, the mixture was concentrated and the resulting residue was chromatographed using 0→8% MeOH in CH2Cl2. The product fractions were pooled and concentrated to give ((3S)-1-((3-methyl-4-(methyl(7-tosyl-7H... Starting materials: C1(CC1)C1=CC(=NC=2N1N=CC2C#C)C2=CC=C(C=C2)C(F)(F)F (7-cyclopropyl-3-ethynyl-5-(4-trifluoromethyl-phenyl)-pyrazolo[1,5-a]pyrimidine), OCC(C)(C)NS(=O)(=O)C1=CN=C(S1)Cl (2-chloro-thiazole-5-sulfonic acid (2-hydroxy-1,1-dimethyl-ethyl)-amide). Product: OCC(C)(C)NS(=O)(=O)C1=CN=C(S1)C#CC=1C=NN2C1N=C(C=C2C2CC2)C2=CC=C(C=C2)C(F)(F)F (2-[7-Cyclopropyl-5-(4-trifluoromethyl-phenyl)-pyrazolo[1,5-a]pyrimidin-3-ylethynyl]-thiazole-5-sulfonic acid (2-hydroxy-1,1-dimethyl-ethyl)-amide), solid. Isolated yield 17.0%. As a reaction SMILES: [CH:1]1([C:4]2[N:9]3[N:10]=[CH:11][C:12]([C:13]#[CH:14])=[C:8]3[N:7]=[C:6]([C:15]3[CH:20]=[CH:19][C:18]([C:21]([F:24])([F:23])[F:22])=[CH:17][CH:16]=3)[CH:5]=2)[CH2:3][CH2:2]1.[OH:25][CH2:26][C:27]([NH:30][S:31]([C:34]1[S:38][C:37](Cl)=[N:36][CH:35]=1)(=[O:33])=[O:32])([CH3:29])[CH3:28]>>[OH:25][CH2:26][C:27]([NH:30][S:31]([C:34]1[S:38][C:37]([C:14]#[C:13][C:12]2[CH:11]=[N:10][N:9]3[C:4]([CH:1]4[CH2:3][CH2:2]4)=[CH:5][C:6]([C:15]4[CH:16]=[CH:17][C:18]([C:21]([F:22])([F:23])[F:24])=[CH:19][CH:20]=4)=[N:7][C:8]=23)=[N:36][CH:35]=1)(=[O:33])=[O:32])([CH3:29])[CH3:28]. Procedure: The title compound was prepared from 7-cyclopropyl-3-ethynyl-5-(4-trifluoromethyl-phenyl)-pyrazolo[1,5-a]pyrimidine (example C.7) (82 mg, 0.25 mmol) and 2-chloro-thiazole-5-sulfonic acid (2-hydroxy-1,1-dimethyl-ethyl)-amide (68 mg, 0.25 mmol) (Example B.14) according to general procedure II. Obtained as a yellow solid (24 mg, 17%). MS (ISP) 562.0 [(M+H)+]; mp 243-245° C.